From a dataset of the Open Reaction Database (ORD), a public repository of structured organic reaction records. describe an organic reaction: reactants, conditions, products, and yield Starting materials: C(#N)C(C)(C)C=1C=C(C(=O)NC=2C=CC(=C(C2)NC(=O)C2=CC=3C(=NC(=CN3)NCCN3CCOCC3)S2)C)C=CC1 (N-(5-(3-(2-cyanopropan-2-yl)benzamido)-2-methylphenyl)-3-(2-morpholinoethylamino)thieno[2,3-b]pyrazine-6-carboxamide), Cl (HCl). Procedure: Compound 96e (8 mg, 0.0137 mmol) was dissolved in dioxane (0.5 mL), 4N HCl (1 eq) was added and stirred for 1 h. Evaporated to dryness to give N-(5-(3-(2-cyanopropan-2-yl)benzamido)-2-methylphenyl)-3-(2-morpholinoethylamino)thieno[2,3-b]pyrazine-6-carboxamide hydrochloride 96f (9 mg, 100%). %). NMR (400 MHz, DMSO-d6) 1.75 (s, 6H), 2.25 (s, 3H), 3.16 (m, 2H), 3.48 (br s, 4H), 3.79 (m, 4H), 3.99 (m, 2H), 7.28 (d, J=8.6 Hz, 1H), 7.61 (m, 2H), 7.76 (m, 2H), 7.86 (d, J=2.0 Hz, 1H), 7.95 (d, J=7.8 Hz,... Product: Cl.C(#N)C(C)(C)C=1C=C(C(=O)NC=2C=CC(=C(C2)NC(=O)C2=CC=3C(=NC(=CN3)NCCN3CCOCC3)S2)C)C=CC1 (N-(5-(3-(2-cyanopropan-2-yl)benzamido)-2-methylphenyl)-3-(2-morpholinoethylamino)thieno[2,3-b]pyrazine-6-carboxamide hydrochloride). Conditions: time 1 hour. The solvent is O1CCOCC1 (dioxane). Yield: 100.0%. As a reaction SMILES: [C:1]([C:3]([C:6]1[CH:7]=[C:8]([CH:40]=[CH:41][CH:42]=1)[C:9]([NH:11][C:12]1[CH:13]=[CH:14][C:15]([CH3:39])=[C:16]([NH:18][C:19]([C:21]2[S:38][C:24]3=[N:25][C:26]([NH:29][CH2:30][CH2:31][N:32]4[CH2:37][CH2:36][O:35][CH2:34][CH2:33]4)=[CH:27][N:28]=[C:23]3[CH:22]=2)=[O:20])[CH:17]=1)=[O:10])([CH3:5])[CH3:4])#[N:2].[ClH:43]>O1CCOCC1>[ClH:43].[C:1]([C:3]([C:6]1[CH:7]=[C:8]([CH:40]=[CH:41][CH:42]=1)[C:9]([NH:11][C:12]1[CH:13]=[CH:14][C:15]([CH3:39])=[C:16]([NH:18][C:19]([C:21]2[S:38][C:24]3=[N:25][C:26]([NH:29][CH2:30][CH2:31][N:32]4[CH2:37][CH2:36][O:35][CH2:34][CH2:33]4)=[CH:27][N:28]=[C:23]3[CH:22]=2)=[O:20])[CH:17]=1)=[O:10])([CH3:5])[CH3:4])#[N:2] |f:3.4|. Starting materials: Fc1ccc(-c2cnc(C3CCN(Cc4ccccc4)CC3)[nH]2)cc1Cl, CS(C)=O, [Cl-], CCI, [K+], [Na+], [OH-], O. Yields the product CCn1cc(-c2ccc(F)c(Cl)c2)nc1C1CCN(Cc2ccccc2)CC1. Reaction SMILES: [CH2:7]([c:8]1[cH:9][cH:10][cH:11][cH:12][cH:13]1)[N:14]1[CH2:15][CH2:16][CH:17]([c:20]2[nH:21][c:22](-[c:25]3[cH:26][c:27]([Cl:32])[c:28]([F:31])[cH:29][cH:30]3)[cH:23][n:24]2)[CH2:18][CH2:19]1.[CH3:1][S:2](=[O:3])[CH3:4].[Cl-:38].[I:33][CH2:34][CH3:35].[K+:6].[Na+:37].[OH-:5].[OH2:36]>>[CH2:7]([c:8]1[cH:9][cH:10][cH:11][cH:12][cH:13]1)[N:14]1[CH2:15][CH2:16][CH:17]([c:20]2[n:21][c:22](-[c:25]3[cH:26][c:27]([Cl:32])[c:28]([F:31])[cH:29][cH:30]3)[cH:23][n:24]2[CH2:34][CH3:35])[CH2:18][CH2:19]1. Starting materials: COS(=O)(=O)[O-].C[S+](C)C (trimethylsulfonium methylsulfate), [OH-].[Na+] (NaOH), CC=1C=C(C=O)C=CC1C (3,4-dimethyl-benzaldehyde), C(Cl)Cl (CH2Cl2). The reagents and catalysts are [Br-].C(CCC)[N+](CCCC)(CCCC)CCCC (tetrabutylammonium bromide). Run in [Cl-].[Na+].O (brine), C(C)OCC (diethyl ether), O (water). Conditions: temperature 50 celsius. Yields the product CC=1C=C(C=CC1C)C1OC1 (3,4-dimethylphenyl oxirane). Isolated yield 77597.0%. RXN SMILES: [CH3:1][O:2]S([O-])(=O)=O.C[S+](C)C.[OH-].[Na+].[CH3:13][C:14]1[CH:15]=[C:16]([CH:19]=[CH:20][C:21]=1[CH3:22])[CH:17]=O.C(Cl)Cl>O.[Br-].C([N+](CCCC)(CCCC)CCCC)CCC.[Cl-].[Na+].O.C(OCC)C>[CH3:13][C:14]1[CH:15]=[C:16]([CH:17]2[CH2:1][O:2]2)[CH:19]=[CH:20][C:21]=1[CH3:22] |f:0.1,2.3,7.8,9.10.11|. Reported procedure: The procedure was based on methods described by Brandes and Jacobsen, (Tetrahedron Asym. 8:3927, 1997); and Kaufman (Syn. Commun. 23:473, 1993). A solution of trimethylsulfonium methylsulfate (3.95 g, 0.021 mol) in 8 mL water was added slowly to a biphasic mixture of 50% NaOH (20 mL), 3,4-dimethyl-benzaldehyde (1.34 g, 0.01 mmol), tetrabutylammonium bromide (0.025 g, 0.0782 mmol), and CH2Cl2 (26 mL). The reaction was heated at 50° C. for 13 hours and then cooled to room temperature. The reaction... Reactants: O1CCCC1 (tetrahydrofuran), C1(=CC=CC=C1)C(C1=CC=CC=C1)(C1=CC=CC=C1)NC1[C@@H]2N(C(C(S2)(C)C)C2=NN=NN2C(=O)OCC)C1=O (6-(triphenylmethylamino)-2,2-dimethyl-3-(1-[ethoxycarbonyl]tetrazol-5-yl)penam). The solvent is O (water). Run at time 30 minute. Yields the product C1(=CC=CC=C1)C(C1=CC=CC=C1)(C1=CC=CC=C1)NC1[C@@H]2N(C(C(S2)(C)C)C2=NN=NN2)C1=O (6-(triphenylmethylamino)-2,2-dimethyl-3-(5-tetrazolyl)penam). Reaction SMILES: O1CCCC1.[C:6]1([C:12]([NH:25][CH:26]2[C:44](=[O:45])[N:28]3[CH:29]([C:34]4[N:38](C(OCC)=O)[N:37]=[N:36][N:35]=4)[C:30]([CH3:33])([CH3:32])[S:31][C@H:27]23)([C:19]2[CH:24]=[CH:23][CH:22]=[CH:21][CH:20]=2)[C:13]2[CH:18]=[CH:17][CH:16]=[CH:15][CH:14]=2)[CH:11]=[CH:10][CH:9]=[CH:8][CH:7]=1>O>[C:6]1([C:12]([NH:25][CH:26]2[C:44](=[O:45])[N:28]3[CH:29]([C:34]4[NH:35][N:36]=[N:37][N:38]=4)[C:30]([CH3:32])([CH3:33])[S:31][C@H:27]23)([C:19]2[CH:24]=[CH:23][CH:22]=[CH:21][CH:20]=2)[C:13]2[CH:14]=[CH:15][CH:16]=[CH:17][CH:18]=2)[CH:11]=[CH:10][CH:9]=[CH:8][CH:7]=1. Reported procedure: To a stirred mixture of 2 ml. of tetrahydrofuran and 4 ml. of water is added 150 mg. of 6-(triphenylmethylamino)-2,2-dimethyl-3-(1-[ethoxycarbonyl]tetrazol-5-yl)penam. The pH of the mixture is adjusted to 9.5, and stirring is continued at that pH for a further 30 minutes, at ambient temperature. The bulk of the tetrahydrofuran is removed by evaporation in vacuo, and the residue is portioned between water and ethyl acetate at pH 9. The ethyl acetate is removed and discarded. Fresh ethyl acetate i... Starting materials: C(C)(C)(C)OC(=O)N1CCC(CC1)OC(NC1=C(C=CC=C1)C1CCCCC1)=O (4-(2-Cyclohexylphenylcarbamoyloxy)piperidine-1-carboxylic Acid tert-Butyl Ester). Solvent: Cl (hydrochloric acid), O1CCOCC1 (dioxane). Conditions: time 8 hour. Product: N1CCC(CC1)OC(NC1=C(C=CC=C1)C1CCCCC1)=O ((2-Cyclohexylphenyl)carbamic Acid Piperidin-4-yl Ester). RXN SMILES: C(OC([N:8]1[CH2:13][CH2:12][CH:11]([O:14][C:15](=[O:29])[NH:16][C:17]2[CH:22]=[CH:21][CH:20]=[CH:19][C:18]=2[CH:23]2[CH2:28][CH2:27][CH2:26][CH2:25][CH2:24]2)[CH2:10][CH2:9]1)=O)(C)(C)C>Cl.O1CCOCC1>[NH:8]1[CH2:9][CH2:10][CH:11]([O:14][C:15](=[O:29])[NH:16][C:17]2[CH:22]=[CH:21][CH:20]=[CH:19][C:18]=2[CH:23]2[CH2:28][CH2:27][CH2:26][CH2:25][CH2:24]2)[CH2:12][CH2:13]1. Reported procedure: A stirred solution of the product of step (b) (3.22 g, 8.00 mmol) in 4 M hydrochloric acid in dioxane (40 mL) was heated at 50° C. After 8 h, the reaction mixture was allowed to cool to room temperature and the solvent was removed under reduced pressure to give the title compound. MS m/z: [M+H+] calcd for C18H26N2O2 303.20; found 303.5. 1H NMR (CD3OD, δ): 7.2 (m, 4H), 4.95 (m, 1H), 4.85 (s, 1H), 3.3 (br m, 3H), 2.8 (br m, 1H), 2.2 (br m, 2H), 2.0 (br m, 2H), 1.8 (br m, 5H), 1.4 (br m, 5H).